From a dataset of the Open Reaction Database (ORD), a public repository of structured organic reaction records. describe an organic reaction: reactants, conditions, products, and yield As a reaction SMILES: [C:1]([Cl:4])(Cl)=[O:2].C(=O)([O-])[O-].[K+].[K+].C1(C(C2C=CC=CC=2)[N:18]2[CH2:21][CH:20]([O:22][C:23]3[CH:28]=[CH:27][CH:26]=[CH:25][C:24]=3[Cl:29])[CH2:19]2)C=CC=CC=1>C(Cl)Cl>[Cl:29][C:24]1[CH:25]=[CH:26][CH:27]=[CH:28][C:23]=1[O:22][CH:20]1[CH2:21][N:18]([C:1]([Cl:4])=[O:2])[CH2:19]1 |f:1.2.3|. Procedure: A mixture of 12 g (0.122 mol) of phosgene and 17 g (0.122 mol) of potassium carbonate in 350 ml of methylene chloride was stirred under nitrogen for 30 min then cooled in an ice water bath while 35.6 g (0.102 mol) of 1-(diphenylmethyl)-3-(2-chlorophenoxy)azetidine in 50 ml of methylene chloride was added dropwise. The reaction mixture was removed from the bath and stirred for 3 h; then treated with small pieces of ice to control the decomposition of the excess phosgene. When no further evolution... The reactants are C(=O)(Cl)Cl (phosgene), C([O-])([O-])=O.[K+].[K+] (potassium carbonate), C1(=CC=CC=C1)C(N1CC(C1)OC1=C(C=CC=C1)Cl)C1=CC=CC=C1 (1-(diphenylmethyl)-3-(2-chlorophenoxy)azetidine). Yield: 82.5%. Yields the product ClC1=C(OC2CN(C2)C(=O)Cl)C=CC=C1 (3-(2-Chlorophenoxy)-1-azetidinecarbonyl chloride). Reaction conditions: time 30 minute. The solvent is C(Cl)Cl (methylene chloride), C(Cl)Cl (methylene chloride).